This data is from the Open Reaction Database (ORD), a public repository of structured organic reaction records. The task is: describe an organic reaction: reactants, conditions, products, and yield The reactants are ClC1=C(C#N)C=C(C=C1)[N+](=O)[O-] (2-Chloro-5-nitrobenzonitrile), N1CCOCC1 (morpholine). Solvent: C(C)O (ethanol). Conditions: time 1 hour. Product: [N+](=O)([O-])C=1C=CC(=C(C#N)C1)N1CCOCC1 (5-nitro-2-morpholinobenzonitrile). The yield is 92.3%. As a reaction SMILES: Cl[C:2]1[CH:9]=[CH:8][C:7]([N+:10]([O-:12])=[O:11])=[CH:6][C:3]=1[C:4]#[N:5].[NH:13]1[CH2:18][CH2:17][O:16][CH2:15][CH2:14]1>C(O)C>[N+:10]([C:7]1[CH:8]=[CH:9][C:2]([N:13]2[CH2:18][CH2:17][O:16][CH2:15][CH2:14]2)=[C:3]([CH:6]=1)[C:4]#[N:5])([O-:12])=[O:11]. Procedure details: 2-Chloro-5-nitrobenzonitrile (16.7 g) and morpholine (16 g) were added to ethanol (300 ml) and the mixture was stirred at a refluxing temperature for 1 h. The solvent was evaporated under reduced pressure. Diisopropyl ether was added to the residue to allow crystallization. The crystals were recrystallized from hydrous ethanol to give 5-nitro-2-morpholinobenzonitrile (19.7 g), melting point: 138–140° C. Starting materials: N1(C=NC=C1)C(=O)C=1C(NC(N(C1C)C1=CC(=CC=C1)C(F)(F)F)=O)C1=CC=C(C#N)C=C1 (4-{5-(1H-Imidazol-1-ylcarbonyl)-6-methyl-2-oxo-1-[3-(trifluoromethyl)phenyl]-1,2,3,4-tetrahydro-4-pyrimidinyl}benzonitrile), N1=C(C=CC=C1)CCO (2-(2-pyridinyl)ethanol). Reaction conditions: temperature 100 celsius, time 1 hour. Yields the product C(#N)C1=CC=C(C=C1)C1NC(N(C(=C1C(=O)OCCC1=NC=CC=C1)C)C1=CC(=CC=C1)C(F)(F)F)=O (2-(2-Pyridinyl)ethyl 4-(4-cyanophenyl)-6-methyl-2-oxo-1-[3-(trifluoromethyl)phenyl]-1,2,3,4-tetrahydro-5-pyrimidinecarboxylate). RXN SMILES: N1([C:6]([C:8]2[CH:9]([C:26]3[CH:33]=[CH:32][C:29]([C:30]#[N:31])=[CH:28][CH:27]=3)[NH:10][C:11](=[O:25])[N:12]([C:15]3[CH:20]=[CH:19][CH:18]=[C:17]([C:21]([F:24])([F:23])[F:22])[CH:16]=3)[C:13]=2[CH3:14])=[O:7])C=CN=C1.[N:34]1[CH:39]=[CH:38][CH:37]=[CH:36][C:35]=1[CH2:40][CH2:41][OH:42]>>[C:30]([C:29]1[CH:28]=[CH:27][C:26]([CH:9]2[C:8]([C:6]([O:42][CH2:41][CH2:40][C:35]3[CH:36]=[CH:37][CH:38]=[CH:39][N:34]=3)=[O:7])=[C:13]([CH3:14])[N:12]([C:15]3[CH:20]=[CH:19][CH:18]=[C:17]([C:21]([F:23])([F:22])[F:24])[CH:16]=3)[C:11](=[O:25])[NH:10]2)=[CH:33][CH:32]=1)#[N:31]. Procedure details: 45.1 mg (0.1 mmol) of the compound of Example 25 are added to 0.5 ml 2-(2-pyridinyl)ethanol. The reaction mixture is stirred at approx. 100° C. for 1 hour. After cooling the reaction mixture is purified by preparative HPLC (column: Agilent Zorbax Extend C18 20 mm×50 mm, 5 μm; solvent A: acetonitrile, solvent B: water+0.1% conc. ammonia; gradient: 0 min 10% A, 2 min 10% A, 6 min 90% A, 7 min 90% A, 7.1 min 10% A, 8 min 10% A; wavelength: 220 nm; injection volume: approx. 500 μl; number of injecti... Starting materials: O=C([O-])O, C=CCON=C(C(=O)Cl)c1csc(NC(=O)CCl)n1, Cl, COC(=O)C1NC(=O)C1N, [Na+], C1CCOC1, O. The product is C=CCON=C(C(=O)NC1C(=O)NC1C(=O)OC)c1csc(NC(=O)CCl)n1. Reaction SMILES: [C:11](=[O:12])([O-:13])[OH:14].[Cl:17][CH2:18][C:19](=[O:20])[NH:21][c:22]1[s:23][cH:24][c:25]([C:27]([C:28](=[O:29])[Cl:30])=[N:31][O:32][CH2:33][CH:34]=[CH2:35])[n:26]1.[ClH:16].[NH2:1][CH:2]1[C:3](=[O:10])[NH:4][CH:5]1[C:6](=[O:7])[O:8][CH3:9].[Na+:15].[O:36]1[CH2:37][CH2:38][CH2:39][CH2:40]1.[OH2:41]>>[NH:1]([CH:2]1[C:3](=[O:10])[NH:4][CH:5]1[C:6](=[O:7])[O:8][CH3:9])[C:28]([C:27]([c:25]1[cH:24][s:23][c:22]([NH:21][C:19]([CH2:18][Cl:17])=[O:20])[n:26]1)=[N:31][O:32][CH2:33][CH:34]=[CH2:35])=[O:29]. Reactants: FC=1C=C2CC(C(C2=CC1)=O)C (5-fluoro-2-methyl-1-indanone), N1C=NC=C1 (imidazole), crude product. Solvent: C(C)(=O)OCC (ethyl acetate), C(C)(=O)OCC (ethyl acetate). Run at temperature 175 celsius. Product: N1(C=NC=C1)C=1C=C2CC(C(C2=CC1)=O)C (5-(1H-imidazol-1-yl)-2-methyl-1-indanone). Reaction SMILES: F[C:2]1[CH:3]=[C:4]2[C:8](=[CH:9][CH:10]=1)[C:7](=[O:11])[CH:6]([CH3:12])[CH2:5]2.[NH:13]1[CH:17]=[CH:16][N:15]=[CH:14]1>C(OCC)(=O)C>[N:13]1([C:2]2[CH:3]=[C:4]3[C:8](=[CH:9][CH:10]=2)[C:7](=[O:11])[CH:6]([CH3:12])[CH2:5]3)[CH:17]=[CH:16][N:15]=[CH:14]1. Procedure: A stirred melt of 5-fluoro-2-methyl-1-indanone (4.9 g) and imidazole (9.8 g) was heated under nitrogen at 175° C. for 2 hours. The warm melt was diluted with ethyl acetate (100 ml), the resulting solution extracted with dilute hydrochloric acid, and the acidic extract treated with potassium carbonate to pH 6. Extraction of the mixture with ethyl acetate with dichloromethane failed to dissolve all of the solids and the mixture was filtered to remove a solid by-product, 5-(1H-imidazol-1-yl)-2-meth... Reactants: CC1=CC[C@H](CC1)C(=C)C ((−)-limonene), C (charcoal), [O-]S(=O)(=O)[O-].[Mg+2] (MgSO4), CC1=CC[C@H](CC1)C(=C)C ((−)-(4S)-limonene), C12(C(=O)CC(CC1)C2(C)C)C (camphor). Solvent: O (water). Conditions: temperature 220 celsius. Yields the product CC1=CC[C@@H](CC1)C(=C)C (Limonene). RXN SMILES: [CH3:1][C:2]1[CH2:7][CH2:6][C@H:5]([C:8]([CH3:10])=[CH2:9])[CH2:4][CH:3]=1.C12(C)C(C)(C)C(CC1)CC2=O.C.[O-]S([O-])(=O)=O.[Mg+2]>O>[CH3:1][C:2]1[CH2:7][CH2:6][C@@H:5]([C:8]([CH3:10])=[CH2:9])[CH2:4][CH:3]=1 |f:3.4|. Procedure: Product analysis and other analytical methods—An in situ bioassay was developed to evaluate functional expression of (−)-limonene hydroxylase activity. Expression cultures were incubated in the presence of ˜300 μM (−)-(4S)-limonene, which was added to the culture medium immediately following infection. At zero and various time intervals, 50-100 ml culture samples were removed and cells were harvested by centrifugation, washed, and resuspended in 3-6 ml of sodium phosphate buffer as described abo...